Task: describe an organic reaction: reactants, conditions, products, and yield. Dataset: the Open Reaction Database (ORD), a public repository of structured organic reaction records Starting materials: C1=CC=CC=2C3=CC=CC=C3CC12 (fluorene), C(CCC)[Li] (n-butyl lithium), spiro (2-octylcyclopropane)-1,1′-cyclopentadiene, O (water), C(C)OCC (diethyl ether). Solvent: CCCCCC (hexane), C1CCOC1 (THF), C1CCOC1 (THF). Conditions: time 2 hour. Yields the product C1(=CC=CC=2C3=CC=CC=C3CC12)CC(CCCCCCCC)C1C=CC=C1 (1-fluorenyl-2-cyclopentadienyldecane). The yield is 38.0%. Reaction SMILES: [CH:1]1[C:13]2[CH2:12][C:11]3[C:6](=[CH:7][CH:8]=[CH:9][CH:10]=3)[C:5]=2[CH:4]=[CH:3][CH:2]=1.[CH2:14]([Li])[CH2:15][CH2:16][CH3:17].O.C(O[CH2:23][CH3:24])C>C1COCC1.CCCCCC>[C:1]1([CH2:17][CH:16]([CH:24]2[CH:23]=[CH:11][CH:6]=[CH:7]2)[CH2:15][CH2:14][CH2:5][CH2:13][CH2:1][CH2:2][CH2:3][CH3:4])[C:13]2[CH2:12][C:11]3[C:6](=[CH:7][CH:8]=[CH:9][CH:10]=3)[C:5]=2[CH:4]=[CH:3][CH:2]=1. Procedure details: 19.0 g (114 mmol) of fluorene was introduced into a flask under a high purity argon atmosphere and dissolved in 200 ml of THF. 50.2 ml of 2.5 N n-butyl lithium (n-BuLi) in hexane was slowly added thereto at −78° C. The mixture was slowly warmed to room temperature and then stirred for another 2 hours. 11.7 of spiro (2-octylcyclopropane)-1,1′-cyclopentadiene diluted in 200 ml of THF was added dropwise thereto at 0° C., and then stirred for 24 hours at room temperature. 200 ml of water and 500 ml ... Starting materials: ( XVII ), C(C)(=O)C(=O)C=1OC2=C(C1)C=CC=C2 (2-acetylformylbenzofuran), ( XVII ), C(C)(=O)[O-].[K+] (potassium acetate), C(C)(=O)[O-].[Ca+2].C(C)(=O)[O-] (calcium acetate), C(C)(=O)[O-].[Na+] (sodium acetate), C(C)#N (acetonitrile), ( XVIII ), ( XX ), ( VII ), CN(C)C1=CC=C(C=C1)C=O (hydrazine reagent). Reagents/catalysts: catalyst. Solvent: C(C)(=O)O (acetic acid), O1CCOCC1 (1,4-dioxane), O1CCCC1 (tetrahydrofuran), CO (methanol), C(C)O (ethanol). Product: C(C)(C=1OC2=C(C1)C=CC=C2)=NN (2-acetylbenzofuran-monohydrazone). As a reaction SMILES: C(C([C:6]1[O:7][C:8]2[CH:14]=[CH:13][CH:12]=[CH:11][C:9]=2[CH:10]=1)=O)(=O)C.C[N:16](C1C=CC(C=O)=CC=1)C.C([O-])(=O)C.[K+].C([O-])(=O)C.[Ca+2].C([O-])(=O)C.C([O-])(=O)C.[Na+].[C:45](#[N:47])[CH3:46]>C(O)(=O)C.O1CCOCC1.O1CCCC1.CO.C(O)C>[C:45](=[N:47][NH2:16])([C:6]1[O:7][C:8]2[CH:14]=[CH:13][CH:12]=[CH:11][C:9]=2[CH:10]=1)[CH3:46] |f:2.3,4.5.6,7.8|. Procedure details: In formulae (XVII), (XVIII), (XIX), (XX) and (VII), Ar1, Ar2, Ar3, Ar4, R1, a and n have the same meaning as described above. A 2-acetylformylbenzofuran compound represented by formula (XVII) (1.0 equivalent) and a hydrazine reagent represented by formula (XVIII) (0.95 to 1.00 equivalent) are heated and stirred in an organic solvent, such as ethanol, methanol, tetrahydrofuran, 1,4-dioxane and acetonitrile, to which a catalyst (0.001 to 0.01 equivalent), such as acetic acid, potassium acetate, ca... Reactants: C(C)(C)(C)OC(=O)N1CCC(CC1)CC1=CC=C(C=C1)NC(=O)NC=1N(N=C(C1)C(C)(C)C)C1=CC=C(C=C1)C (4-{4-[3-(5-tert-Butyl-2-p-tolyl-2H-pyrazol-3-yl)-ureido]-benzyl}-piperidine-1-carboxylic acid tert-butyl ester), C(Cl)Cl (methylene chloride). Solvent: O1CCOCC1 (dioxane). Conditions: time 3 hour. Yields the product Cl.C(C)(C)(C)C=1C=C(N(N1)C1=CC=C(C=C1)C)NC(=O)NC1=CC=C(C=C1)CC1CCNCC1 (1-(5-tert-Butyl-2-p-tolyl-2H-pyrazol-3-yl)-3(4-piperidin-4-ylmethyl-phenyl)-urea hydrochloride). RXN SMILES: C(OC([N:8]1[CH2:13][CH2:12][CH:11]([CH2:14][C:15]2[CH:20]=[CH:19][C:18]([NH:21][C:22]([NH:24][C:25]3[N:26]([C:34]4[CH:39]=[CH:38][C:37]([CH3:40])=[CH:36][CH:35]=4)[N:27]=[C:28]([C:30]([CH3:33])([CH3:32])[CH3:31])[CH:29]=3)=[O:23])=[CH:17][CH:16]=2)[CH2:10][CH2:9]1)=O)(C)(C)C.C(Cl)[Cl:42]>O1CCOCC1>[ClH:42].[C:30]([C:28]1[CH:29]=[C:25]([NH:24][C:22]([NH:21][C:18]2[CH:17]=[CH:16][C:15]([CH2:14][CH:11]3[CH2:10][CH2:9][NH:8][CH2:13][CH2:12]3)=[CH:20][CH:19]=2)=[O:23])[N:26]([C:34]2[CH:39]=[CH:38][C:37]([CH3:40])=[CH:36][CH:35]=2)[N:27]=1)([CH3:33])([CH3:31])[CH3:32] |f:3.4|. Reported procedure: To a solution of 4-(carboxy-benzyl)-piperidine-1-carboxylic acid tert-butyl ester (1.595 g, 5.0 mmol) in THF (25 mL) at room temp is added TEA (0.77 mL, 5.5 mmol) followed by DPPA (1.18 mL, 5.5 mmol). The mixture is refluxed for 1 hour and 3-amino-4-tert-butyl-2-tolylpyrazole (1.26 g, 5.5 mmol) is added and the reaction is refluxed overnight. The reaction is cooled and partitioned between ether-aqueous NH4Cl, and the organic layer is washed with brine, then dried over MgSO4, filtered and evapora... Starting materials: OC1=C(C=C(C=C1)OC)C(C)=O ((2'-hydroxy-5'methoxyphenyl)ethanone), enamine. Solvent: C(C)O (ethanol). Yields the product COC=1C=CC2=C(C(CC3(CCCCC3)O2)=O)C1 (6-Methoxyspiro[2H-1-benzopyran-2,1'-cyclohexan]-4(3H)-one). Isolated yield 182.7%. Reaction SMILES: [OH:1][C:2]1[CH:7]=[CH:6][C:5]([O:8][CH3:9])=[CH:4][C:3]=1[C:10](=[O:12])[CH3:11]>C(O)C>[CH3:9][O:8][C:5]1[CH:6]=[CH:7][C:2]2[O:1][C:2]3([CH2:7][CH2:6][CH2:5][CH2:4][CH2:3]3)[CH2:11][C:10](=[O:12])[C:3]=2[CH:4]=1. Reported procedure: A solution of (2'-hydroxy-5'methoxyphenyl)ethanone (3.32 g, 20 mmol) and cyclohexanonepyrrolidine (enamine form) (3.18 g, 21 mmol) in dry ethanol (40 ml) is heated to reflux for 1.5 hours under nitrogen gas. The solvent is removed by distillation, and the residue is dissolved in diethyl ether, washed with dilute HCl and then water, dried, and concentrated. The residue is placed on a silica gel column and eluted with a mixture of ethyl acetate and hexane (1:2) to obtain the title compound as thic... Starting materials: C(C1=CC=CC=C1)C=1C(C=2C=C(C=C3SC=4C=CC(=CC4N(C23)C1)Br)O)=O (2-benzyl-10-bromo-5-hydroxy-3H-pyrido[3,2,1-kl]phenothiazin-3-one), Cl.ClCC=1C=NC=CC1 (3-chloromethylpyridine hydrochloride). Yields the product C(C1=CC=CC=C1)C=1C(C=2C=C(C=C3SC=4C=CC(=CC4N(C23)C1)Br)OCC=1C=NC=CC1)=O (2-benzyl-10-bromo-5-(3-pyridylmethyloxy)-3H-pyrido[3,2,1-kl]phenothiazin-3-one). The yield is 61.6%. RXN SMILES: [CH2:1]([C:8]1[C:9](=[O:27])[C:10]2[CH:11]=[C:12]([OH:26])[CH:13]=[C:14]3[C:23]=2[N:22]([CH:24]=1)[C:21]1[CH:20]=[C:19]([Br:25])[CH:18]=[CH:17][C:16]=1[S:15]3)[C:2]1[CH:7]=[CH:6][CH:5]=[CH:4][CH:3]=1.Cl.Cl[CH2:30][C:31]1[CH:32]=[N:33][CH:34]=[CH:35][CH:36]=1>>[CH2:1]([C:8]1[C:9](=[O:27])[C:10]2[CH:11]=[C:12]([O:26][CH2:30][C:31]3[CH:32]=[N:33][CH:34]=[CH:35][CH:36]=3)[CH:13]=[C:14]3[C:23]=2[N:22]([CH:24]=1)[C:21]1[CH:20]=[C:19]([Br:25])[CH:18]=[CH:17][C:16]=1[S:15]3)[C:2]1[CH:3]=[CH:4][CH:5]=[CH:6][CH:7]=1 |f:1.2|. Procedure details: According to Example 34, the compound (200 mg) produced in Example 70 was reacted with 3-chloromethylpyridine hydrochloride (145 mg) to obtain the title compound (149 mg; 62%).